Task: describe an organic reaction: reactants, conditions, products, and yield. Dataset: the Open Reaction Database (ORD), a public repository of structured organic reaction records Reactants: FC1=C(C=CC(=C1)B1OC(C(O1)(C)C)(C)C)C=1N=CC(=NC1)N (5-(2-fluoro-4-(4,4,5,5-tetramethyl-1,3,2-dioxaborolan-2-yl)phenyl)-pyrazin-2-amine), BrC1=C(C=CC=C1)N1S(CCC1)(=O)=O (2-(2-bromophenyl)isothiazolidine 1,1-dioxide). The product is O=S1(N(CCC1)C1=C(C=CC=C1)C1=CC(=C(C=C1)C=1N=CC(=NC1)N)F)=O (5-[2′-(1,1-Dioxidoisothiazolidin-2-yl)-3-fluorobiphenyl-4-yl]pyrazin-2-amine). As a reaction SMILES: [F:1][C:2]1[CH:7]=[C:6](B2OC(C)(C)C(C)(C)O2)[CH:5]=[CH:4][C:3]=1[C:17]1[N:18]=[CH:19][C:20]([NH2:23])=[N:21][CH:22]=1.Br[C:25]1[CH:30]=[CH:29][CH:28]=[CH:27][C:26]=1[N:31]1[CH2:35][CH2:34][CH2:33][S:32]1(=[O:37])=[O:36]>>[O:36]=[S:32]1(=[O:37])[CH2:33][CH2:34][CH2:35][N:31]1[C:26]1[CH:27]=[CH:28][CH:29]=[CH:30][C:25]=1[C:6]1[CH:5]=[CH:4][C:3]([C:17]2[N:18]=[CH:19][C:20]([NH2:23])=[N:21][CH:22]=2)=[C:2]([F:1])[CH:7]=1. Procedure: Title compound was prepared using conditions analogous to those described in Example 1 using 5-(2-fluoro-4-(4,4,5,5-tetramethyl-1,3,2-dioxaborolan-2-yl)phenyl)-pyrazin-2-amine and 2-(2-bromophenyl)isothiazolidine 1,1-dioxide. MS (ESI): mass calcd. for C19H17FN4O2S, 384.11; m/z found, 385.2 [M+H]+. 1H NMR (500 MHz, CDCl3) δ 8.62-8.58 (m, 1H), 8.12 (d, J=1.5, 1H), 7.99 (m, 1H), 7.76-7.71 (m, 1H), 7.49-7.45 (m, 1H), 7.46-7.38 (m, 4H), 4.69 (s, 2H), 3.30-3.04 (m, 4H), 2.39-2.11 (m, 2H). Starting materials: COc1ccc(COc2cccc3[nH]c(C(=O)O)cc23)cn1, CC1CN(CCC2(O)CCC(N)CC2)CCC1O. Product: COc1ccc(COc2cccc3[nH]c(C(=O)NC4CCC(O)(CCN5CCC(O)C(C)C5)CC4)cc23)cn1. RXN SMILES: [CH3:1][O:2][c:3]1[cH:4][cH:5][c:6]([CH2:9][O:10][c:11]2[c:12]3[cH:13][c:14]([C:20](=[O:21])[OH:22])[nH:15][c:16]3[cH:17][cH:18][cH:19]2)[cH:7][n:8]1.[NH2:23][CH:24]1[CH2:25][CH2:26][C:27]([OH:30])([CH2:31][CH2:32][N:33]2[CH2:34][CH:35]([CH3:40])[CH:36]([OH:39])[CH2:37][CH2:38]2)[CH2:28][CH2:29]1>>[CH3:1][O:2][c:3]1[cH:4][cH:5][c:6]([CH2:9][O:10][c:11]2[c:12]3[cH:13][c:14]([C:20](=[O:22])[NH:23][CH:24]4[CH2:25][CH2:26][C:27]([OH:30])([CH2:31][CH2:32][N:33]5[CH2:34][CH:35]([CH3:40])[CH:36]([OH:39])[CH2:37][CH2:38]5)[CH2:28][CH2:29]4)[nH:15][c:16]3[cH:17][cH:18][cH:19]2)[cH:7][n:8]1. The reactants are FC1=C(C=CC=C1)B(O)O ((2-Fluorophenyl)boronic acid), [F-].[Cs+] (cesium fluoride), ClCCl (dichloromethane), (1,1′-bis(diphenylphosphino)ferrocene)dichloropalladium(II), C(C)OC1=C(C(=O)OC)C=CC(=C1)I (methyl 2-ethoxy-4-iodobenzoate), resultant mixture. The solvent is COCCOC (DME), O (Water). Yields the product C(C)OC=1C=C(C=CC1C(=O)OC)C1=C(C=CC=C1)F (Methyl 3-ethoxy-2′-fluorobiphenyl-4-carboxylate). The yield is 95.8%. RXN SMILES: [F:1][C:2]1[CH:7]=[CH:6][CH:5]=[CH:4][C:3]=1B(O)O.[F-].[Cs+].ClCCl.[CH2:16]([O:18][C:19]1[CH:28]=[C:27](I)[CH:26]=[CH:25][C:20]=1[C:21]([O:23][CH3:24])=[O:22])[CH3:17]>O.COCCOC>[CH2:16]([O:18][C:19]1[CH:28]=[C:27]([C:3]2[CH:4]=[CH:5][CH:6]=[CH:7][C:2]=2[F:1])[CH:26]=[CH:25][C:20]=1[C:21]([O:23][CH3:24])=[O:22])[CH3:17] |f:1.2|. Procedure: (2-Fluorophenyl)boronic acid (0.918 g), cesium fluoride (1.99 g), and a dichloromethane adduct of (1,1′-bis(diphenylphosphino)ferrocene)dichloropalladium(II) (0.714 g) were added to a mixture of methyl 2-ethoxy-4-iodobenzoate (1.34 g) and DME (20 mL), and the resultant mixture was stirred at 100° C. for 15 hours in an argon atmosphere. Water was added to the reaction mixture, and the mixture was filtered through celite. The filtrate was subjected to extraction with ethyl acetate. The organic lay... The reactants are ( ii-iii ), COC([C@H](NC(=O)CC1=CN=C(N1CC1=C(C=CC=C1)Cl)CCCC)CC1=CC=CC=C1)=O (N-[{2-n-butyl-1-(2-chlorophenyl)methyl-1H-imidazol-5 -yl}methylcarbonyl]-D-phenylalanine methyl ester), Cl.COC([C@H](N)CC1=CC=CC=C1)=O (D-phenylalanine methyl ester hydrochloride), lycine methyl ester hydrochloride. The solvent is CO.C(C)(=O)OCC (methanol ethyl acetate). Product: C(CCC)C=1N(C(=CN1)CC(=O)N[C@H](CC1=CC=CC=C1)C(=O)O)CC1=C(C=CC=C1)Cl (N-[{2-n-Butyl-1-(2-chlorophenyl)methyl-1H -imidazol-5-yl}methylcarbonyl]-D-phenylalanine). RXN SMILES: Cl.COC(=O)[C@@H](CC1C=CC=CC=1)N.C[O:16][C:17](=[O:47])[C@@H:18]([CH2:40][C:41]1[CH:46]=[CH:45][CH:44]=[CH:43][CH:42]=1)[NH:19][C:20]([CH2:22][C:23]1[N:27]([CH2:28][C:29]2[CH:34]=[CH:33][CH:32]=[CH:31][C:30]=2[Cl:35])[C:26]([CH2:36][CH2:37][CH2:38][CH3:39])=[N:25][CH:24]=1)=[O:21]>CO.C(OCC)(=O)C>[CH2:36]([C:26]1[N:27]([CH2:28][C:29]2[CH:34]=[CH:33][CH:32]=[CH:31][C:30]=2[Cl:35])[C:23]([CH2:22][C:20]([NH:19][C@@H:18]([C:17]([OH:47])=[O:16])[CH2:40][C:41]2[CH:42]=[CH:43][CH:44]=[CH:45][CH:46]=2)=[O:21])=[CH:24][N:25]=1)[CH2:37][CH2:38][CH3:39] |f:0.1,3.4|. Reported procedure: The procedure of Example 12 (ii-iii) was followed using D-phenylalanine methyl ester hydrochloride in place lycine methyl ester hydrochloride. The intermediate N-[{2-n-butyl-1-(2-chlorophenyl)methyl-1H-imidazol-5 -yl}methylcarbonyl]-D-phenylalanine methyl ester was a solid; mp 179°-181° C. (from methanol/ethyl acetate). The title compound was a solid; mp 178°-181° C. (from methanol/ethyl acetate). The reactants are CCOC(=O)C(OC(C)=O)c1ccc(SC)c(Cl)c1, CN(C)P(=O)(N(C)C)N(C)C, CO, [I-], [I-], [I-], C1CCOC1, O, [Sm+3]. Product: CCOC(=O)Cc1ccc(SC)c(Cl)c1. As a reaction SMILES: [CH2:1]([CH3:2])[O:3][C:4]([CH:5]([c:6]1[cH:7][c:8]([Cl:14])[c:9]([S:12][CH3:13])[cH:10][cH:11]1)[O:15][C:16](=[O:17])[CH3:18])=[O:19].[CH3:29][N:30]([P:31]([N:32]([CH3:33])[CH3:34])([N:35]([CH3:36])[CH3:37])=[O:38])[CH3:39].[CH3:40][OH:41].[I-:20].[I-:22].[I-:23].[O:24]1[CH2:25][CH2:26][CH2:27][CH2:28]1.[OH2:42].[Sm+3:21]>>[CH2:1]([CH3:2])[O:3][C:4]([CH2:5][c:6]1[cH:7][c:8]([Cl:14])[c:9]([S:12][CH3:13])[cH:10][cH:11]1)=[O:19].